From a dataset of the Open Reaction Database (ORD), a public repository of structured organic reaction records. describe an organic reaction: reactants, conditions, products, and yield The reactants are COC(C1=CN=C(C=C1)C(=O)N1CCN(CC1)C1=NC=CC=C1NC(C)C)=O (6-[1-[3-(isopropylamino)-2-pyridyl]piperazin-4-yl-carbonyl]nicotinic acid methyl ester), C1(CC1)N (cyclopropylamine). Yields the product C1(CC1)NC(=O)C=1C=CC(=NC1)C(=O)N1CCN(CC1)C1=NC=CC=C1NC(C)C (5-(N-cyclopropylcarbamoyl)-2-[1-[3-(isopropylamino)-2-pyridyl]piperazin-4-yl-carbonyl]pyridine). The yield is 77.0%. Reaction SMILES: CO[C:3](=[O:28])[C:4]1[CH:9]=[CH:8][C:7]([C:10]([N:12]2[CH2:17][CH2:16][N:15]([C:18]3[C:23]([NH:24][CH:25]([CH3:27])[CH3:26])=[CH:22][CH:21]=[CH:20][N:19]=3)[CH2:14][CH2:13]2)=[O:11])=[N:6][CH:5]=1.[CH:29]1([NH2:32])[CH2:31][CH2:30]1>>[CH:29]1([NH:32][C:3]([C:4]2[CH:9]=[CH:8][C:7]([C:10]([N:12]3[CH2:13][CH2:14][N:15]([C:18]4[C:23]([NH:24][CH:25]([CH3:27])[CH3:26])=[CH:22][CH:21]=[CH:20][N:19]=4)[CH2:16][CH2:17]3)=[O:11])=[N:6][CH:5]=2)=[O:28])[CH2:31][CH2:30]1. Procedure: By the same procedure as described in the example 25, the synthesis was carried out starting with 6-[1-[3-(isopropylamino)-2-pyridyl]piperazin-4-yl-carbonyl]nicotinic acid methyl ester and using cyclopropylamine. And then, the product was recrystallized with isopropanol and petroleum ether to give a desired compound. The reactants are C(C)(C)C1=C(N)C=C(C=C1)C(C)C (2,5-diisopropylaniline), 4-bromo-2,5-diisopropylacetanilide, BrC1=CC(=C(N)C=C1C(C)C)C(C)C (4-bromo-2,5-diisopropylaniline), BrC1=C(C(=C(N)C=C1C(C)C)C(C)C)[N+](=O)[O-] (4-bromo-2,5-diisopropyl-3-nitroaniline), cuprous chloride, S(=O)=O (sulfur dioxide), BrC1=C(C(=C(C=C1C(C)C)S(=O)(=O)N)C(C)C)[N+](=O)[O-] (4-bromo-2,5-diisopropyl-3-nitrobenzenesulfonamide), 2,5-diisopropylacetanilide. Yields the product NC=1C(=C(C=C(C1Br)C(C)C)S(=O)(=O)N)C(C)C (3-Amino-4-bromo-2,5-diisopropylbenzenesulfonamide). Reaction SMILES: C(C1C=CC(C(C)C)=CC=1N)(C)C.BrC1C(C(C)C)=CC(N)=C(C(C)C)C=1.BrC1C(C(C)C)=CC(N)=C(C(C)C)C=1[N+]([O-])=O.S(=O)=O.[Br:48][C:49]1[C:54]([CH:55]([CH3:57])[CH3:56])=[CH:53][C:52]([S:58]([NH2:61])(=[O:60])=[O:59])=[C:51]([CH:62]([CH3:64])[CH3:63])[C:50]=1[N+:65]([O-])=O>>[NH2:65][C:50]1[C:51]([CH:62]([CH3:64])[CH3:63])=[C:52]([S:58]([NH2:61])(=[O:60])=[O:59])[CH:53]=[C:54]([CH:55]([CH3:57])[CH3:56])[C:49]=1[Br:48]. Reported procedure: 3-Amino-4-bromo-2,5-diisopropylbenzenesulfonamide is prepared by known general methods (L. F. Fieser and M. Fieser, Reinhold Publishing Corp., N. Y., 3rd ed., 1956, pgs 599-602) from 2,5-diisopropylaniline by acylation to 2,5-diisopropylacetanilide, bromination to 4-bromo-2,5-diisopropylacetanilide, hydrolysis to 4-bromo-2,5-diisopropylaniline, nitration to 4-bromo-2,5-diisopropyl-3-nitroaniline, diazotization in the presence of cuprous chloride and sulfur dioxide to 4-bromo-2,5-diisopropyl-3-ni... The product is Cc1c[nH]c2cc(C(=O)NC(COCC3CCN(C(=O)OC(C)(C)C)CC3)c3ccccc3)ccc12. RXN SMILES: [C:1]([CH3:2])([CH3:3])([CH3:4])[O:5][C:6](=[O:7])[N:8]1[CH2:9][CH2:10][CH:11]([CH2:14][O:15][CH2:16][CH:17]([c:18]2[cH:19][cH:20][cH:21][cH:22][cH:23]2)[NH2:24])[CH2:12][CH2:13]1.[CH3:25][c:26]1[cH:27][nH:28][c:29]2[cH:30][c:31]([C:35](=[O:36])[OH:37])[cH:32][cH:33][c:34]12>>[C:1]([CH3:2])([CH3:3])([CH3:4])[O:5][C:6](=[O:7])[N:8]1[CH2:9][CH2:10][CH:11]([CH2:14][O:15][CH2:16][CH:17]([c:18]2[cH:19][cH:20][cH:21][cH:22][cH:23]2)[NH:24][C:35]([c:31]2[cH:30][c:29]3[nH:28][cH:27][c:26]([CH3:25])[c:34]3[cH:33][cH:32]2)=[O:36])[CH2:12][CH2:13]1. Reactants: CC(C)(C)OC(=O)N1CCC(COCC(N)c2ccccc2)CC1, Cc1c[nH]c2cc(C(=O)O)ccc12.